This data is from the Open Reaction Database (ORD), a public repository of structured organic reaction records. The task is: describe an organic reaction: reactants, conditions, products, and yield Starting materials: CC1(OC2=C(C1)C(=C(C(=C2NC(C(CCCCCCCCCC)(C)C)=O)C)[N+](=O)[O-])C)C (N-(2,2,4,6-tetramethyl-5-nitro-2,3-dihydrobenzofuran-7-yl)-2,2-dimethyldodecaneamide). Reagents/catalysts: [Pd] (Pd-C). Run in C(C)O (ethanol). Conditions: time 24 hour. Product: NC=1C(=C(C2=C(CC(O2)(C)C)C1C)NC(C(CCCCCCCCCC)(C)C)=O)C (N-(5-amino-2,2,4,6-tetramethyl-2,3-dihydrobenzofuran-7-yl)-2,2-dimethyldodecaneamide). The yield is 94.0%. As a reaction SMILES: [CH3:1][C:2]1([CH3:32])[CH2:6][C:5]2[C:7]([CH3:31])=[C:8]([N+:28]([O-])=O)[C:9]([CH3:27])=[C:10]([NH:11][C:12](=[O:26])[C:13]([CH3:25])([CH3:24])[CH2:14][CH2:15][CH2:16][CH2:17][CH2:18][CH2:19][CH2:20][CH2:21][CH2:22][CH3:23])[C:4]=2[O:3]1>C(O)C.[Pd]>[NH2:28][C:8]1[C:9]([CH3:27])=[C:10]([NH:11][C:12](=[O:26])[C:13]([CH3:25])([CH3:24])[CH2:14][CH2:15][CH2:16][CH2:17][CH2:18][CH2:19][CH2:20][CH2:21][CH2:22][CH3:23])[C:4]2[O:3][C:2]([CH3:32])([CH3:1])[CH2:6][C:5]=2[C:7]=1[CH3:31]. Procedure details: A 2.0 g amount of N-(2,2,4,6-tetramethyl-5-nitro-2,3-dihydrobenzofuran-7-yl)-2,2-dimethyldodecaneamide (485) was dissolved in 30 ml of ethanol, 600 mg of Pd-C (10%) was added thereto, and the mixture was subjected to hydrogenation at room temperature with vigorous stirring. After 24 hrs from the initiation of the hydrogenation, the reaction was completed. Pd-C was removed by filtration with Celite, and the solvent was removed by evaporation to provide 1.75 g of the intended title compound as a s... Reactants: C(C)(C)[N-]C(C)C.[Li+] (lithium diisopropyl amide), [Li+].CC(C)[N-]C(C)C (LDA), CN1C=C(C2=CC=CC=C12)CC(=O)OC (methyl 2-(1-methyl-3-indolyl)acetate), CI (methyl iodide), [Cl-].[NH4+] (ammonium chloride). The solvent is O1CCCC1 (tetrahydrofuran), O1CCCC1 (tetrahydrofuran). Reaction conditions: time 1 hour. The product is CC(C(=O)OC)C1=CN(C2=CC=CC=C12)C (methyl 2-methyl-2-(1-methyl-3-indolyl)acetate). RXN SMILES: [CH:1]([N-]C(C)C)(C)C.[Li+].[CH3:9][N:10]1[C:18]2[C:13](=[CH:14][CH:15]=[CH:16][CH:17]=2)[C:12]([CH2:19][C:20]([O:22][CH3:23])=[O:21])=[CH:11]1.CI.[Cl-].[NH4+]>O1CCCC1>[CH3:1][CH:19]([C:12]1[C:13]2[C:18](=[CH:17][CH:16]=[CH:15][CH:14]=2)[N:10]([CH3:9])[CH:11]=1)[C:20]([O:22][CH3:23])=[O:21] |f:0.1,4.5|. Procedure: To a solution of lithium diisopropyl amide, LDA, (5.5 millimole) in 10 mL of dry tetrahydrofuran at -78° C. was added dropwise a solution of methyl 2-(1-methyl-3-indolyl)acetate (1.02 g) in 3 mL of dry tetrahydrofuran. This mixture was stirred for one hour, then 1.42 g of methyl iodide was added and the mixture was warmed to room temperature and stirred for an additional 30 minutes. The mixture was poured into a solution of aqueous saturated ammonium chloride and then extracted with diethyl ethe...